From a dataset of the Open Reaction Database (ORD), a public repository of structured organic reaction records. describe an organic reaction: reactants, conditions, products, and yield Starting materials: OC1=CC=C(C=C1)C(C)(C)C1=CC=C(C=C1)O (bisphenol-A), C[O-].[Na+] (sodium methoxide), [O-]C1=CC=CC=C1.[O-]C1=CC=CC=C1.[Na+].[Na+] (sodium bisphenoxide salt), [N+](=O)([O-])C=1C=C2C(C(=O)N(C2=O)C)=CC1 (4-nitro-N-methylphthalimide). Reagents/catalysts: [Br-].C(CCC)[N+](CCCC)(CCCC)CCCC (tetrabutylammonium bromide). Solvent: CO (methanol), C1(=CC=CC=C1)C (toluene). The product is CCOCC.C1(C=2C(C(N1)=O)=CC=CC2)=O (ether phthalimide). RXN SMILES: OC1C=CC(C(C2C=[CH:15][C:14]([OH:17])=CC=2)(C)C)=CC=1.C[O-].[Na+].[O-][C:22]1C=CC=C[CH:23]=1.[O-]C1C=CC=CC=1.[Na+].[Na+].[N+]([C:40]1[CH:41]=[C:42]2[C:47](=[O:48])[N:46](C)[C:44](=[O:45])[C:43]2=[CH:50][CH:51]=1)([O-])=O>CO.[Br-].C([N+](CCCC)(CCCC)CCCC)CCC.C1(C)C=CC=CC=1>[CH3:22][CH2:23][O:17][CH2:14][CH3:15].[C:47]1(=[O:48])[NH:46][C:44](=[O:45])[C:43]2=[CH:50][CH:51]=[CH:40][CH:41]=[C:42]12 |f:1.2,3.4.5.6,9.10,12.13|. Procedure details: Reaction was effected between equal molar amounts of bisphenol-A and sodium methoxide in anhydrous methanol. A mixture of 1.99 part of the resulting sodium bisphenoxide salt, 3.02 part of 4-nitro-N-methylphthalimide, 4.71 parts of tetrabutylammonium bromide which was 2 equivalents, and about 21 parts of toluene, was heated at reflux under nitrogen for 22 hours. The reaction mixture was cooled to room temperature and was extracted with a mixture of methylene chloride and 1.2 normal HCl. The resul... Procedure: A mixture of 40.5 g. of 1-methyl-5-(p-chlorophenyl)-pyrazolo[1,5-a]pyrimidin-7(1H)one (0.156 ml.) and 120 ml. of diphenyl ether is heated with stirring at 250° for 90 minutes and then allowed to stand overnight. The crystallized 6-(4-chlorophenyl)-2-methyl-2H-pyrazolo[3,4-b]pyridin-4-ol is filtered off, washed with acetonitrile and dried at 80°, yield: 37.3 g. (90%); m.p. 302°-305°. A sample, recrystallized from ethanol, melts at 305°-307°. Reaction conditions: time 90 minute. Reaction SMILES: [CH3:1][N:2]1[N:6]2[C:7](=[O:18])[CH:8]=[C:9]([C:11]3[CH:16]=[CH:15][C:14]([Cl:17])=[CH:13][CH:12]=3)[N:10]=[C:5]2[CH:4]=[CH:3]1.C1(OC2C=CC=CC=2)C=CC=CC=1>>[Cl:17][C:14]1[CH:15]=[CH:16][C:11]([C:9]2[CH:8]=[C:7]([OH:18])[C:4]3[C:5](=[N:6][N:2]([CH3:1])[CH:3]=3)[N:10]=2)=[CH:12][CH:13]=1. Reactants: CN1C=CC=2N1C(C=C(N2)C2=CC=C(C=C2)Cl)=O (1-methyl-5-(p-chlorophenyl)-pyrazolo[1,5-a]pyrimidin-7(1H)one), C1(=CC=CC=C1)OC1=CC=CC=C1 (diphenyl ether). Yields the product ClC1=CC=C(C=C1)C=1C=C(C=2C(N1)=NN(C2)C)O (6-(4-Chlorophenyl)-2-methyl-2H-pyrazolo[3,4-b]pyridin-4-ol). Reactants: ClC1=C(C#N)C=CC=N1 (2-chloronicotinonitrile), FC1=C(C(=O)O)C=C(C=C1)O (2-fluoro-5-hydroxybenzoic acid), C([O-])([O-])=O.[Cs+].[Cs+] (cesium carbonate), CS(=O)C (DMSO). Run in O (water). Conditions: temperature 95 celsius. The product is C(#N)C=1C(=NC=CC1)OC=1C=CC(=C(C(=O)O)C1)F (5-(3-cyanopyridin-2-yloxy)-2-fluorobenzoic acid). RXN SMILES: Cl[C:2]1[N:9]=[CH:8][CH:7]=[CH:6][C:3]=1[C:4]#[N:5].[F:10][C:11]1[CH:19]=[CH:18][C:17]([OH:20])=[CH:16][C:12]=1[C:13]([OH:15])=[O:14].C(=O)([O-])[O-].[Cs+].[Cs+].CS(C)=O>O>[C:4]([C:3]1[C:2]([O:20][C:17]2[CH:18]=[CH:19][C:11]([F:10])=[C:12]([CH:16]=2)[C:13]([OH:15])=[O:14])=[N:9][CH:8]=[CH:7][CH:6]=1)#[N:5] |f:2.3.4|. Reported procedure: To 2-chloronicotinonitrile (900 mg, 6.50 mmol), 2-fluoro-5-hydroxybenzoic acid (1.0 g, 6.4 mmol) and cesium carbonate (4.2 g, 13 mmol) was added DMSO (7 mL). The mixture was heated to 95° C. for 18 hours in a sealed tube. The mixture was diluted with water and extracted with EtOAc. The aqueous layer was acidified with 6 N HCl (pH˜2) and then extracted with EtOAc. The organic layer was dried over anhydrous sodium sulfate, filtered and concentrated to yield 5-(3-cyanopyridin-2-yloxy)-2-fluorobenzo...